This data is from the Open Reaction Database (ORD), a public repository of structured organic reaction records. The task is: describe an organic reaction: reactants, conditions, products, and yield Reactants: CCOC(C)=O, CO, [NH4+], [Na+], O=C([O-])O, [OH-], OO, N#Cc1cccc(C(=O)c2ccsc2)c1. As a reaction SMILES: [CH3:23][CH2:24][O:25][C:26](=[O:27])[CH3:28].[CH3:31][OH:32].[NH4+:30].[Na+:22].[O-:18][C:19]([OH:20])=[O:21].[OH-:29].[OH:16][OH:17].[s:1]1[cH:2][c:3]([C:6](=[O:7])[c:8]2[cH:9][c:10]([C:11]#[N:12])[cH:13][cH:14][cH:15]2)[cH:4][cH:5]1>>[s:1]1[cH:2][c:3]([C:6](=[O:7])[c:8]2[cH:9][c:10]([C:11]([NH2:12])=[O:18])[cH:13][cH:14][cH:15]2)[cH:4][cH:5]1. Yields the product NC(=O)c1cccc(C(=O)c2ccsc2)c1. Starting materials: CCCCCCCCCC(=O)Cl, CN(C)c1ccccn1, ClCCl, CC(C)(CCO)C(=O)OCc1ccccc1. Product: CCCCCCCCCC(=O)OCCC(C)(C)C(=O)OCc1ccccc1. As a reaction SMILES: [C:26]([CH2:27][CH2:28][CH2:29][CH2:30][CH2:31][CH2:32][CH2:33][CH2:34][CH3:35])(=[O:36])[Cl:37].[CH3:17][N:18]([c:19]1[cH:20][cH:21][cH:22][cH:23][n:24]1)[CH3:25].[Cl:38][CH2:39][Cl:40].[c:1]1([CH2:7][O:8][C:9]([C:10]([CH2:11][CH2:12][OH:13])([CH3:14])[CH3:15])=[O:16])[cH:2][cH:3][cH:4][cH:5][cH:6]1>>[c:1]1([CH2:7][O:8][C:9]([C:10]([CH2:11][CH2:12][O:13][C:26]([CH2:27][CH2:28][CH2:29][CH2:30][CH2:31][CH2:32][CH2:33][CH2:34][CH3:35])=[O:36])([CH3:14])[CH3:15])=[O:16])[cH:2][cH:3][cH:4][cH:5][cH:6]1.